This data is from the Open Reaction Database (ORD), a public repository of structured organic reaction records. The task is: describe an organic reaction: reactants, conditions, products, and yield Reactants: COC1=CC(=NC=C1)C#N (4-methoxy-2-pyridinecarbonitrile), CCOCC (ether), C[Mg]I (MeMgI), CCOCC (ether), C([O-])(O)=O.[Na+] (sodium bicarbonate). Run in C1=CC=CC=C1 (benzene). Reaction conditions: time 0.5 hour. Yields the product C(C)(=O)C1=NC=CC(=C1)OC (2-acetyl-4-methoxypyridine). The yield is 60.0%. Reaction SMILES: CO[C:3]1[CH:8]=[CH:7][N:6]=[C:5](C#N)[CH:4]=1.C[Mg]I.C(=O)(O)[O-:15].[Na+].C[CH2:20][O:21][CH2:22][CH3:23]>C1C=CC=CC=1>[C:4]([C:5]1[CH:23]=[C:22]([O:21][CH3:20])[CH:8]=[CH:7][N:6]=1)(=[O:15])[CH3:3] |f:2.3|. Procedure details: To a solution of 4-methoxy-2-pyridinecarbonitrile (5.35 g, 38.6 mmol) in benzene (50 ml) and ether (50 ml) cooled to 0° C. was added dropwise over 20 min a 2M slution of MeMgI in ether (23 ml, 46.3 mmol). After 0.5 h, the mixture was allowed to warm to ambient temperature, and stirring continued for 2 h. The mixture was cooled to 0° C. and 2M aqueous HCI (100 ml) added. The mixture was made basic with saturated aqueous sodium bicarbonate (˜80 ml) and the organic layer separated and dried (MgSO4)... Starting materials: C(C)OC(=O)N1[C@H](C[C@H](C2=CC(=CC=C12)C(F)(F)F)N(C(=O)Cl)CC1=CC(=CC(=C1)C(F)(F)F)C(F)(F)F)C (cis-4-[(3,5-Bis-trifluoromethyl-benzyl)-chlorocarbonyl-amino]-2-methyl-6-trifluoromethyl-3,4-dihydro-2H-quinoline-1-carboxylic acid ethyl ester), N (ammonia). Solvent: ClCCl (dichloromethane). Conditions: time 8 hour. The product is C(C)OC(=O)N1[C@H](C[C@H](C2=CC(=CC=C12)C(F)(F)F)N(C(=O)N)CC1=CC(=CC(=C1)C(F)(F)F)C(F)(F)F)C (cis-4-[1-(3,5-Bis-trifluoromethyl-benzyl)-ureido]-2-methyl-6-trifluoromethyl-3,4-dihydro-2H-quinoline-1-carboxylic acid ethyl ester). Isolated yield 76.0%. RXN SMILES: [CH2:1]([O:3][C:4]([N:6]1[C:15]2[C:10](=[CH:11][C:12]([C:16]([F:19])([F:18])[F:17])=[CH:13][CH:14]=2)[C@H:9]([N:20]([CH2:24][C:25]2[CH:30]=[C:29]([C:31]([F:34])([F:33])[F:32])[CH:28]=[C:27]([C:35]([F:38])([F:37])[F:36])[CH:26]=2)[C:21](Cl)=[O:22])[CH2:8][C@@H:7]1[CH3:39])=[O:5])[CH3:2].[NH3:40]>ClCCl>[CH2:1]([O:3][C:4]([N:6]1[C:15]2[C:10](=[CH:11][C:12]([C:16]([F:19])([F:18])[F:17])=[CH:13][CH:14]=2)[C@H:9]([N:20]([CH2:24][C:25]2[CH:30]=[C:29]([C:31]([F:34])([F:33])[F:32])[CH:28]=[C:27]([C:35]([F:38])([F:37])[F:36])[CH:26]=2)[C:21]([NH2:40])=[O:22])[CH2:8][C@@H:7]1[CH3:39])=[O:5])[CH3:2]. Reported procedure: cis-4-[(3,5-Bis-trifluoromethyl-benzyl)-chlorocarbonyl-amino]-2-methyl-6-trifluoromethyl-3,4-dihydro-2H-quinoline-1-carboxylic acid ethyl ester. (Example 50A) (125 mg) was dissolved in dichloromethane (4 mL), and cooled in an ice water bath as gasous ammonia was condensed into the solution. After stirring overnight at room temperature, the reaction mixture was quenched with 10 mL of 1N HCl and extracted with ethyl acetate (3×10 mL). The combined organic layers were washed with 10 mL saturated so... Starting materials: C(C1=CC=CC=C1)N1C[C@H](CC1)O ((S)(−)-1-benzyl-3-pyrrolidinol), CS(=O)(=O)Cl (methane sulphonyl chloride), ice water. The solvent is N1=CC=CC=C1 (pyridine). Conditions: time 3 hour. The product is CS(=O)(=O)O[C@@H]1CN(CC1)CC1=CC=CC=C1 ((S)(−)-1-benzyl-pyrrolidin-3-yl methanesulfonate). The yield is 44.8%. Reaction SMILES: [CH2:1]([N:8]1[CH2:12][CH2:11][C@H:10]([OH:13])[CH2:9]1)[C:2]1[CH:7]=[CH:6][CH:5]=[CH:4][CH:3]=1.[CH3:14][S:15](Cl)(=[O:17])=[O:16]>N1C=CC=CC=1>[CH3:14][S:15]([O:13][C@H:10]1[CH2:11][CH2:12][N:8]([CH2:1][C:2]2[CH:3]=[CH:4][CH:5]=[CH:6][CH:7]=2)[CH2:9]1)(=[O:17])=[O:16]. Procedure: To (S)(−)-1-benzyl-3-pyrrolidinol (5 g, 28.2 mmol) in pyridine (40 mL) was added methane sulphonyl chloride (2.03 mL, 26.2 mmol, 0.93 equiv.) dropwise. The reaction mixture stirred 3 h, was poured into ice water (100 mL) and extracted with DCM (3×50 mL). The combined organic extracts were washed with saturated aq NaHCO3, brine and dried (MgSO4) to give 3 g of the titled compound: low resolution MS (ES) m/e 256.0 (MH+). The reactants are O=C1OC2=C(C(=C1CC1=CC=CC=C1)C)C=CC(=C2)O (2-Oxo-3-benzyl-4-methyl-7-hydroxyl-2H-1-benzopyrane), C1N2CN3CN1CN(C2)C3 (HMTA), C(=O)(C(F)(F)F)O (TFA). RXN SMILES: [O:1]=[C:2]1[C:7](CC2C=CC=CC=2)=[C:6](C)[C:5]2[CH:16]=[CH:17][C:18](O)=[CH:19][C:4]=2[O:3]1.C1N2CN3CN(C2)CN1C3.[C:31](O)(C(F)(F)F)=[O:32]>>[CH:31]([C:19]1[CH:18]=[CH:17][CH:16]=[C:5]2[C:4]=1[O:3][C:2](=[O:1])[CH:7]=[CH:6]2)=[O:32].[CH:31]([C:17]1[CH:16]=[C:5]2[C:4](=[CH:19][CH:18]=1)[O:3][C:2](=[O:1])[CH:7]=[CH:6]2)=[O:32]. Yields the product C(=O)C=1C=CC=C2C=CC(OC12)=O (8-formyl coumarin), C(=O)C=1C=C2C=CC(OC2=CC1)=O (6-formyl coumarin). Procedure details: 2-Oxo-3-benzyl-4-methyl-7-hydroxyl-2H-1-benzopyrane (512 mg, Example 1) and HMTA (140 mg) are mixed in TFA (5 mL). The reaction mixture is heated at reflux overnight. The solvent is removed under reduced pressure. The residue is purified over silica gel column (Hexanes:EtOAc, 85:15) to afford the desired 8-formyl coumarin (107 mg) and 6-formyl coumarin derivative (35 mg). The reactants are [H-].[Na+] (sodium hydride), BrC1=NC=CC=C1C (2-bromo-3-methyl-pyridine), C1(=CC=CC=C1)C1OC(CN1C(CCC1=CC=CC=C1)C)CO (2-phenyl-3-(1-phenyl-3-butyl)-5-hydroxymethyl-oxazolidine), CN(C=O)C (dimethylformamide). Yields the product CC1(CN=CC=C1)OCC1CN(C(O1)C1=CC=CC=C1)C(CC)CC1=CC=CC=C1 (3-methyl-3-{[2-phenyl-3-(4-phenyl-3-butyl)-oxazolidin-5-yl]-methoxy}-pyridine). RXN SMILES: [C:1]1([CH:7]2[N:11]([CH:12]([CH3:21])[CH2:13][CH2:14][C:15]3[CH:20]=[CH:19][CH:18]=[CH:17]C=3)[CH2:10][CH:9]([CH2:22][OH:23])[O:8]2)[CH:6]=[CH:5][CH:4]=[CH:3][CH:2]=1.[H-].[Na+].Br[C:27]1[C:32]([CH3:33])=[CH:31][CH:30]=[CH:29][N:28]=1.[CH3:34]N(C)C=O>>[CH3:33][C:32]1([O:23][CH2:22][CH:9]2[O:8][CH:7]([C:1]3[CH:2]=[CH:3][CH:4]=[CH:5][CH:6]=3)[N:11]([CH:12]([CH2:13][C:14]3[CH:15]=[CH:20][CH:19]=[CH:18][CH:17]=3)[CH2:21][CH3:34])[CH2:10]2)[CH:31]=[CH:30][CH:29]=[N:28][CH2:27]1 |f:1.2|. Procedure: 31.1 g of 2-phenyl-3-(1-phenyl-3-butyl)-5-hydroxymethyl-oxazolidine, dissolved in 150 ml of dimethylformamide, are reacted with 6.5 g of sodium hydride dispersion (55% strength) and subsequently with 34.4 g of 2-bromo-3-methyl-pyridine over the course of 18 hours. Crude 3-methyl-3-{[2-phenyl-3-(4-phenyl-3-butyl)-oxazolidin-5-yl]-methoxy}-pyridine is thus obtained. The product is OCC#Cc1ccc(Cl)cc1. The reactants are C#CCO, Clc1ccc(I)cc1, Cl, [Cu]I, C1CCC2=NCCCN2CC1, C1CCOC1, O, c1ccc(P(c2ccccc2)(c2ccccc2)[Pd](P(c2ccccc2)(c2ccccc2)c2ccccc2)(P(c2ccccc2)(c2ccccc2)c2ccccc2)P(c2ccccc2)(c2ccccc2)c2ccccc2)cc1. RXN SMILES: [CH2:20]([C:21]#[CH:22])[OH:23].[Cl:1][c:2]1[cH:3][cH:4][c:5]([I:8])[cH:6][cH:7]1.[ClH:24].[Cu:30][I:31].[N:9]12[CH2:10][CH2:11][CH2:12][N:13]=[C:14]1[CH2:15][CH2:16][CH2:17][CH2:18][CH2:19]2.[O:25]1[CH2:26][CH2:27][CH2:28][CH2:29]1.[OH2:109].[cH:32]1[cH:33][cH:34][c:35]([P:36]([Pd:37]([P:38]([c:39]2[cH:40][cH:41][cH:42][cH:43][cH:44]2)([c:45]2[cH:46][cH:47][cH:48][cH:49][cH:50]2)[c:51]2[cH:52][cH:53][cH:54][cH:55][cH:56]2)([P:57]([c:58]2[cH:59][cH:60][cH:61][cH:62][cH:63]2)([c:64]2[cH:65][cH:66][cH:67][cH:68][cH:69]2)[c:70]2[cH:71][cH:72][cH:73][cH:74][cH:75]2)[P:76]([c:77]2[cH:78][cH:79][cH:80][cH:81][cH:82]2)([c:83]2[cH:84][cH:85][cH:86][cH:87][cH:88]2)[c:89]2[cH:90][cH:91][cH:92][cH:93][cH:94]2)([c:95]2[cH:96][cH:97][cH:98][cH:99][cH:100]2)[c:101]2[cH:102][cH:103][cH:104][cH:105][cH:106]2)[cH:107][cH:108]1>>[Cl:1][c:2]1[cH:3][cH:4][c:5]([C:22]#[C:21][CH2:20][OH:23])[cH:6][cH:7]1. The reactants are O1C(CCC1)N1C(N([C@H]2C[C@H](O)[C@@H](CO)O2)C=C(C1=O)C(F)(F)F)=O (3-(2-tetrahydrofuranyl)-2'-deoxy-5-trifluoromethyluridine), C(C1=CC=CC=C1)Br (benzyl bromide). The reagents and catalysts are [Ag]=O (silver oxide). The solvent is CC(=O)C (acetone). Run at time 5 hour. Yields the product O1C(CCC1)N1C(N([C@H]2C[C@H](O)[C@@H](COCC3=CC=CC=C3)O2)C=C(C1=O)C(F)(F)F)=O (3-(2-tetrahydrofuranyl)-2'-deoxy-5'-O-benzyl-5-trifluoromethyluridine). As a reaction SMILES: [O:1]1[CH2:5][CH2:4][CH2:3][CH:2]1[N:6]1[C:19](=[O:20])[C:18]([C:21]([F:24])([F:23])[F:22])=[CH:17][N:8]([C@@H:9]2[O:16][C@H:13]([CH2:14][OH:15])[C@@H:11]([OH:12])[CH2:10]2)[C:7]1=[O:25].[CH2:26](Br)[C:27]1[CH:32]=[CH:31][CH:30]=[CH:29][CH:28]=1>CC(C)=O.[Ag]=O>[O:1]1[CH2:5][CH2:4][CH2:3][CH:2]1[N:6]1[C:19](=[O:20])[C:18]([C:21]([F:24])([F:22])[F:23])=[CH:17][N:8]([C@@H:9]2[O:16][C@H:13]([CH2:14][O:15][CH2:26][C:27]3[CH:32]=[CH:31][CH:30]=[CH:29][CH:28]=3)[C@@H:11]([OH:12])[CH2:10]2)[C:7]1=[O:25]. Procedure details: 3.66 Grams of 3-(2-tetrahydrofuranyl)-2'-deoxy-5-trifluoromethyluridine was dissolved in 40 ml of acetone. Thereto were added 5.13 g of benzyl bromide and 5.79 g of silver oxide. The mixture was stirred for 5 hours with refluxing. The reaction mixture was filtered and the filtrate was concentrated. The residue was subjected to silica gel column chromatography (developing solvent : chloroform-methanol=40 : 1). The eluate was recrystallized from dichloromethane-petroleum ether to obtain 0.19 g yie... The reactants are C[C@]1(CN(CC1)[C@H](C(F)(F)F)C=1C=NC(=CC1)NN)NC(OC(C)(C)C)=O (tert-butyl (S)-3-methyl-1-((S)-2,2,2-trifluoro-1-(6-hydrazinylpyridin-3-yl)ethyl)pyrrolidin-3-ylcarbamate), C(C)(C)OC=1C=CC=C2C=CC(=NC12)C=O (8-isopropoxyquinoline-2-carbaldehyde). Solvent: C(C)O (Ethanol). Reaction conditions: time 8 hour. Product: C[C@]1(CN(CC1)[C@H](C(F)(F)F)C=1C=NC(=CC1)N/N=C/C1=NC2=C(C=CC=C2C=C1)OC(C)C)NC(OC(C)(C)C)=O (tert-butyl (S)-3-methyl-1-((S)-2,2,2-trifluoro-1-(6-((E)-2-((8-isopropoxyquinolin-2-yl)methylene)hydrazinyl)pyridin-3-yl)ethyl)pyrrolidin-3-ylcarbamate). Isolated yield 68.0%. RXN SMILES: [CH3:1][C@:2]1([NH:20][C:21](=[O:27])[O:22][C:23]([CH3:26])([CH3:25])[CH3:24])[CH2:6][CH2:5][N:4]([C@@H:7]([C:12]2[CH:13]=[N:14][C:15]([NH:18][NH2:19])=[CH:16][CH:17]=2)[C:8]([F:11])([F:10])[F:9])[CH2:3]1.[CH:28]([O:31][C:32]1[CH:33]=[CH:34][CH:35]=[C:36]2[C:41]=1[N:40]=[C:39]([CH:42]=O)[CH:38]=[CH:37]2)([CH3:30])[CH3:29]>C(O)C>[CH3:1][C@:2]1([NH:20][C:21](=[O:27])[O:22][C:23]([CH3:26])([CH3:25])[CH3:24])[CH2:6][CH2:5][N:4]([C@@H:7]([C:12]2[CH:13]=[N:14][C:15]([NH:18]/[N:19]=[CH:42]/[C:39]3[CH:38]=[CH:37][C:36]4[C:41](=[C:32]([O:31][CH:28]([CH3:30])[CH3:29])[CH:33]=[CH:34][CH:35]=4)[N:40]=3)=[CH:16][CH:17]=2)[C:8]([F:9])([F:10])[F:11])[CH2:3]1. Procedure details: To a solution of tert-butyl (S)-3-methyl-1-((S)-2,2,2-trifluoro-1-(6-hydrazinylpyridin-3-yl)ethyl)pyrrolidin-3-ylcarbamate (1.30 g, 3.34 mmol) in Ethanol (25 mL) was added 8-isopropoxyquinoline-2-carbaldehyde (0.719 g, 3.34 mmol) and stirred at ambient temperature overnight. The reaction was concentrated and the residue purified by chromatography (C18, 300 g, 10% MeCN/water to 95% MeCN/water over 25 column volumes) to give tert-butyl (S)-3-methyl-1-((S)-2,2,2-trifluoro-1-(6-((E)-2-((8-isopropoxy... Reactants: BrC=1C=2C3=C(NC2C=CC1)CCN(CC3)C(=O)OC(C)(C)C (tert-butyl 10-bromo-1,4,5,6-tetrahydroazepino[4,5-b]indole-3(2H)-carboxylate), CC(C)([O-])C.[Na+] (sodium t-butoxide), NC1=CC=CC=C1 (aniline), C(C)(C)(C)P(C1=C(C=CC=C1)C1=CC=CC=C1)C(C)(C)C (2-(di-t-butylphosphino)biphenyl). The reagents and catalysts are C=1C=CC(=CC1)/C=C/C(=O)/C=C/C2=CC=CC=C2.C=1C=CC(=CC1)/C=C/C(=O)/C=C/C2=CC=CC=C2.C=1C=CC(=CC1)/C=C/C(=O)/C=C/C2=CC=CC=C2.[Pd].[Pd] (tris(dibenzylideneacetone)dipalladium). Solvent: [Cl-].[Na+].O (brine). Conditions: temperature 50 celsius, time 16 hour. The product is C1(=CC=CC=C1)NC=1C=2C3=C(NC2C=CC1)CCNCC3 (N-phenyl-1,2,3,4,5,6-hexahydroazepino[4,5-b]indol-10-amine). RXN SMILES: Br[C:2]1[C:3]2[C:4]3[CH2:15][CH2:14][N:13](C(OC(C)(C)C)=O)[CH2:12][CH2:11][C:5]=3[NH:6][C:7]=2[CH:8]=[CH:9][CH:10]=1.CC(C)([O-])C.[Na+].[NH2:29][C:30]1[CH:35]=[CH:34][CH:33]=[CH:32][CH:31]=1.C(P(C(C)(C)C)C1C=CC=CC=1C1C=CC=CC=1)(C)(C)C>[Cl-].[Na+].O.C1C=CC(/C=C/C(/C=C/C2C=CC=CC=2)=O)=CC=1.C1C=CC(/C=C/C(/C=C/C2C=CC=CC=2)=O)=CC=1.C1C=CC(/C=C/C(/C=C/C2C=CC=CC=2)=O)=CC=1.[Pd].[Pd]>[C:30]1([NH:29][C:2]2[C:3]3[C:4]4[CH2:15][CH2:14][NH:13][CH2:12][CH2:11][C:5]=4[NH:6][C:7]=3[CH:8]=[CH:9][CH:10]=2)[CH:35]=[CH:34][CH:33]=[CH:32][CH:31]=1 |f:1.2,5.6.7,8.9.10.11.12|. Reported procedure: To a solution of tert-butyl 10-bromo-1,4,5,6-tetrahydroazepino[4,5-b]indole-3(2H)-carboxylate (600 mg), sodium t-butoxide (220 mg), tris(dibenzylideneacetone)dipalladium (23 mg), aniline (183 mg) toluene (1.64 ml) was added 2-(di-t-butylphosphino)biphenyl (30 mg) and the reaction mixture was heated at 50° C. The reaction mixture stirred 16 h, was poured into brine, extracted with CH2Cl2, dried over MgSO4, filtered and concentrated. The crude product was stirred in CH2Cl2 (8 ml) and TFA (2 ml) wa...